From a dataset of the Open Reaction Database (ORD), a public repository of structured organic reaction records. describe an organic reaction: reactants, conditions, products, and yield The reactants are NC1=CC=C(C=C1)CCCC(=O)O (4-(4-aminophenyl)-butyric acid), Cl (HCl), C(=O)(O)[O-].[Na+] (NaHCO3), C(=O)([O-])[O-].[Na+].[Na+] (Na2CO3). Solvent: CO (MeOH). Conditions: temperature 50 celsius, time 8 hour. Product: COC(CCCC1=CC=C(C=C1)N)=O (Methyl-4-(4-aminophenyl)-butanoate). Isolated yield 91.0%. As a reaction SMILES: [NH2:1][C:2]1[CH:7]=[CH:6][C:5]([CH2:8][CH2:9][CH2:10][C:11]([OH:13])=[O:12])=[CH:4][CH:3]=1.Cl.[C:15]([O-])(O)=O.[Na+].C([O-])([O-])=O.[Na+].[Na+]>CO>[CH3:15][O:12][C:11](=[O:13])[CH2:10][CH2:9][CH2:8][C:5]1[CH:4]=[CH:3][C:2]([NH2:1])=[CH:7][CH:6]=1 |f:2.3,4.5.6|. Reported procedure: To a solution of 4-(4-aminophenyl)-butyric acid (5 g, 27.90 mmol) in MeOH (100 mL) at room temperature was added HCl conc. (37% 15 mL). The resulting mixture was stirred overnight at 50° C. then treated with a saturated aqueous solution NaHCO3 and Na2CO3 solid until pH 9. The solvent was evaporated under reduced pressure then the aqueous phase was extracted several times with CH2Cl2. The crude material was purified by flash chromatography using CH2Cl2/MeOH as solvent mixture yielding 40 (4.93 g,... Starting materials: CCN(C(C)C)C(C)C, O=C(Cl)C(=O)Cl, ClCCl, Nc1cccc(C(F)(F)F)c1, Cc1ccc(C(=O)O)cc1I, CN(C)C=O, O. The product is Cc1ccc(C(=O)Nc2cccc(C(F)(F)F)c2)cc1I. As a reaction SMILES: [CH:18]([N:19]([CH2:20][CH3:21])[CH:22]([CH3:23])[CH3:24])([CH3:25])[CH3:26].[Cl:12][C:13]([C:14]([Cl:15])=[O:16])=[O:17].[Cl:38][CH2:39][Cl:40].[F:27][C:28]([c:29]1[cH:30][c:31]([NH2:35])[cH:32][cH:33][cH:34]1)([F:36])[F:37].[I:1][c:2]1[cH:3][c:4]([C:5](=[O:6])[OH:7])[cH:8][cH:9][c:10]1[CH3:11].[O:42]=[CH:43][N:44]([CH3:45])[CH3:46].[OH2:41]>>[I:1][c:2]1[cH:3][c:4]([C:5](=[O:7])[NH:35][c:31]2[cH:30][c:29]([C:28]([F:27])([F:36])[F:37])[cH:34][cH:33][cH:32]2)[cH:8][cH:9][c:10]1[CH3:11]. Reactants: BrC1=CC=C(C=C1)CCN (2-(4-bromophenyl)ethylamine), C(=O)(OC(C)(C)C)NCC(=O)O (N-Boc-glycine), C(O)([O-])=O.[Na+] (sodium hydrogencarbonate), C(C)(=O)OCC (ethyl acetate). Run in O1CCCC1 (tetrahydrofuran), CN1CCOCC1 (N-methylmorpholine), ClC(=O)OCC(C)C (isobutyl chloroformate). Conditions: time 40 minute. Yields the product BrC1=CC=C(CCNC(CNC(OC(C)(C)C)=O)=O)C=C1 (tert-butyl (2-((4-bromophenethyl)amino)-2-oxoethyl)carbamate). Reaction SMILES: [C:1]([NH:8][CH2:9][C:10]([OH:12])=O)([O:3][C:4]([CH3:7])([CH3:6])[CH3:5])=[O:2].[Br:13][C:14]1[CH:19]=[CH:18][C:17]([CH2:20][CH2:21][NH2:22])=[CH:16][CH:15]=1.C(=O)([O-])O.[Na+].C(OCC)(=O)C>O1CCCC1.CN1CCOCC1.ClC(OCC(C)C)=O>[Br:13][C:14]1[CH:19]=[CH:18][C:17]([CH2:20][CH2:21][NH:22][C:10](=[O:12])[CH2:9][NH:8][C:1](=[O:2])[O:3][C:4]([CH3:5])([CH3:6])[CH3:7])=[CH:16][CH:15]=1 |f:2.3|. Procedure: To a solution of N-Boc-glycine (175 mg) in tetrahydrofuran (2 mL), N-methylmorpholine (165 μL) and isobutyl chloroformate (131 μL) were added under ice cooling, and the mixture was stirred at the same temperature for 40 minutes. To the reaction mixture, 2-(4-bromophenyl)ethylamine (100 μL) was added under ice cooling, and the mixture was stirred at room temperature for 5 hours. To the reaction mixture, saturated aqueous sodium hydrogencarbonate and ethyl acetate were added. The organic layer was... Starting materials: O=C([O-])[O-], CCI, CN(C)C=O, CO, [K+], [K+], O=C(c1cccs1)c1cnc2c(cnn2Cc2ccco2)c1O. Product: CCOc1c(C(=O)c2cccs2)cnc2c1cnn2Cc1ccco1. RXN SMILES: [C:24](=[O:25])([O-:26])[O-:27].[CH2:30]([CH3:31])[I:32].[CH3:33][N:34]([CH3:35])[CH:36]=[O:37].[CH3:38][OH:39].[K+:28].[K+:29].[o:1]1[c:2]([CH2:6][n:7]2[n:8][cH:9][c:10]3[c:11]2[n:12][cH:13][c:14]([C:17](=[O:18])[c:19]2[s:20][cH:21][cH:22][cH:23]2)[c:15]3[OH:16])[cH:3][cH:4][cH:5]1>>[o:1]1[c:2]([CH2:6][n:7]2[n:8][cH:9][c:10]3[c:11]2[n:12][cH:13][c:14]([C:17](=[O:18])[c:19]2[s:20][cH:21][cH:22][cH:23]2)[c:15]3[O:16][CH2:30][CH3:31])[cH:3][cH:4][cH:5]1. The reactants are C([O-])([O-])=O.[K+].[K+] (potassium carbonate), S(=O)(=O)(OC)OC (dimethyl sulphate), FC1=C(C=CC=C1)C1=NC(C(NC2=C1C=C(C=C2)[N+](=O)[O-])=O)C (rac-5-(o-fluorophenyl)-1,3-dihydro-3-methyl-7-nitro-2H-1,4-benzodiazepin-2-one). Solvent: CC(=O)C (acetone). Reaction conditions: time 4 hour. Product: FC1=C(C=CC=C1)C1=NC(C(N(C2=C1C=C(C=C2)[N+](=O)[O-])C)=O)C (rac-5-(o-fluorophenyl)-1,3-dihydro-1,3-dimethyl-7-nitro-2H-1,4-benzodiazepin-2-one). Reaction SMILES: [F:1][C:2]1[CH:7]=[CH:6][CH:5]=[CH:4][C:3]=1[C:8]1[C:14]2[CH:15]=[C:16]([N+:19]([O-:21])=[O:20])[CH:17]=[CH:18][C:13]=2[NH:12][C:11](=[O:22])[CH:10]([CH3:23])[N:9]=1.[C:24](=O)([O-])[O-].[K+].[K+].S(OC)(OC)(=O)=O>CC(C)=O>[F:1][C:2]1[CH:7]=[CH:6][CH:5]=[CH:4][C:3]=1[C:8]1[C:14]2[CH:15]=[C:16]([N+:19]([O-:21])=[O:20])[CH:17]=[CH:18][C:13]=2[N:12]([CH3:24])[C:11](=[O:22])[CH:10]([CH3:23])[N:9]=1 |f:1.2.3|. Procedure: 95 g (0.30 M) of rac-5-(o-fluorophenyl)-1,3-dihydro-3-methyl-7-nitro-2H-1,4-benzodiazepin-2-one are dissolved in 1 liter of absolute acetone and treated with 60 g of powdered potassium carbonate and 43 g of dimethyl sulphate. The mixture is stirred at room temperature for 4 hours and left to stand in a refrigerator for 48 hours. The mixture is then concentrated, treated with ice-water and extracted several times with methylene chloride. The organic solution is dried over sodium sulphate, filtere... The reactants are COC(=O)COc1ccc(C(=O)NNC(=O)c2ccc(C(N)=S)cc2)cc1, CC(C)=O, CI. Yields the product COC(=O)COc1ccc(C(=O)NNC(=O)c2ccc(C(=N)SC)cc2)cc1. Reaction SMILES: [C:1]([NH2:2])(=[S:3])[c:4]1[cH:5][cH:6][c:7]([C:8](=[O:9])[NH:10][NH:11][C:12](=[O:13])[c:14]2[cH:15][cH:16][c:17]([O:18][CH2:19][C:20](=[O:21])[O:22][CH3:23])[cH:24][cH:25]2)[cH:26][cH:27]1.[CH3:30][C:31](=[O:32])[CH3:33].[I:28][CH3:29]>>[C:1](=[NH:2])([S:3][CH3:29])[c:4]1[cH:5][cH:6][c:7]([C:8](=[O:9])[NH:10][NH:11][C:12](=[O:13])[c:14]2[cH:15][cH:16][c:17]([O:18][CH2:19][C:20](=[O:21])[O:22][CH3:23])[cH:24][cH:25]2)[cH:26][cH:27]1. Reactants: O=C([O-])O, CCCCCCC(C)(C)c1ccc(C2CCCC(=O)C2)c(OCc2ccccc2)c1, CCO, [H][H], [Na+]. The product is CCCCCCC(C)(C)c1ccc(C2CCCC(=O)C2)c(O)c1. Reaction SMILES: [C:31](=[O:32])([OH:33])[O-:34].[CH2:1]([c:2]1[cH:3][cH:4][cH:5][cH:6][cH:7]1)[O:8][c:9]1[c:10]([CH:24]2[CH2:25][C:26](=[O:30])[CH2:27][CH2:28][CH2:29]2)[cH:11][cH:12][c:13]([C:15]([CH2:16][CH2:17][CH2:18][CH2:19][CH2:20][CH3:21])([CH3:22])[CH3:23])[cH:14]1.[CH3:38][CH2:39][OH:40].[H:36][H:37].[Na+:35]>>[OH:8][c:9]1[c:10]([CH:24]2[CH2:25][C:26](=[O:30])[CH2:27][CH2:28][CH2:29]2)[cH:11][cH:12][c:13]([C:15]([CH2:16][CH2:17][CH2:18][CH2:19][CH2:20][CH3:21])([CH3:22])[CH3:23])[cH:14]1.